This data is from the Open Reaction Database (ORD), a public repository of structured organic reaction records. The task is: describe an organic reaction: reactants, conditions, products, and yield Reactants: OCC(=O)C1=CC=C(C=C1)[N+](=O)[O-] (2-hydroxy-1-(4-nitrophenyl)ethanone), N1C=NC=C1 (imidazole), O (H2O), C(C)(C)(C)[Si](C)(C)Cl (tert-butylchlorodimethylsilane). The solvent is CN(C)C=O (DMF). Reaction conditions: time 3 hour. Yields the product [Si](C)(C)(C(C)(C)C)OCC(=O)C1=CC=C(C=C1)[N+](=O)[O-] (2-(tert-butyldimethylsilyloxy)-1-(4-nitrophenyl)ethanone). Yield: 98.1%. As a reaction SMILES: [OH:1][CH2:2][C:3]([C:5]1[CH:10]=[CH:9][C:8]([N+:11]([O-:13])=[O:12])=[CH:7][CH:6]=1)=[O:4].N1C=CN=C1.[C:19]([Si:23](Cl)([CH3:25])[CH3:24])([CH3:22])([CH3:21])[CH3:20].O>CN(C=O)C>[Si:23]([O:1][CH2:2][C:3]([C:5]1[CH:6]=[CH:7][C:8]([N+:11]([O-:13])=[O:12])=[CH:9][CH:10]=1)=[O:4])([C:19]([CH3:22])([CH3:21])[CH3:20])([CH3:25])[CH3:24]. Procedure: Step A To a solution of 2-hydroxy-1-(4-nitrophenyl)ethanone (1 g, 5.52 mmol) in DMF (25 ml) was added imidazole (564 mg, 8.28 mmol), followed by the addition of tert-butylchlorodimethylsilane (915 mg, 6.07 mmol). The reaction mixture was stirred at room temperature for 3 h. The mixture was poured into H2O (25 mL) and extracted with ethyl acetate (3×25 mL). The organic layers were combined, washed with H2O (5×25 mL), brine (1×25 mL), dried over MgSO4 and concentrated in vacuo to give 2-(tert-buty... Reactants: Cl.OC1[C@H](N)[C@@H](O)[C@H](O)[C@H](O1)CO (D-glucosamine hydrochloride), CN(C)C=O (DMF), CN(C)C=O (DMF), ClC=1C=C2C(CN(CC2=C(C1)Cl)C)C1=CC=C(C=C1)[C@](C(=O)N)([C@H]([C@@H]([C@@H](CO)O)O)O)O ([4-(6,8-dichloro-2-methyl-1,2,3,4-tetrahydroisoquinolin-4-yl)phenyl]-(2R,3S,4R,5R)-2,3,4,5,6-pentahydroxyhexanamide), ClC=1C=C2C(CN(CC2=C(C1)Cl)C)C1=CC=C(C=C1)[C@](C(=O)N)([C@H]([C@@H]([C@@H](CO)O)O)O)O ([4-(6,8-dichloro-2-methyl-1,2,3,4-tetrahydroisoquinolin-4-yl)phenyl]-(2R,3S,4R,5R)-2,3,4,5,6-pentahydroxyhexanamide). Product: ClC=1C=C2C(CN(CC2=C(C1)Cl)C)C=1C=C(C=CC1)NC(=O)NC1C(O[C@@H]([C@H]([C@@H]1O)O)CO)O (1-[3-(6,8-dichloro-2-methyl-1,2,3,4-tetrahydroisoquinolin-4-yl)phenyl]-3-((4R,5S ,6R)-2,4,5-trihydroxy-6-hydroxymethyltetrahydropyran-3-yl)urea). Reaction SMILES: [Cl:1][C:2]1[CH:3]=[C:4]2[C:9](=[C:10]([Cl:12])[CH:11]=1)[CH2:8][N:7]([CH3:13])[CH2:6][CH:5]2[C:14]1[CH:19]=[CH:18][C:17]([C@@](O)([C@@H](O)[C@H](O)[C@H](O)CO)C(N)=O)=[CH:16][CH:15]=1.Cl.[OH:34][CH:35]1[O:43][C@H:42]([CH2:44][OH:45])[C@@H:40]([OH:41])[C@H:38]([OH:39])[C@H:36]1[NH2:37].C[N:47]([CH:49]=[O:50])C>>[Cl:1][C:2]1[CH:3]=[C:4]2[C:9](=[C:10]([Cl:12])[CH:11]=1)[CH2:8][N:7]([CH3:13])[CH2:6][CH:5]2[C:14]1[CH:15]=[C:16]([NH:47][C:49]([NH:37][CH:36]2[C@@H:38]([OH:39])[C@H:40]([OH:41])[C@@H:42]([CH2:44][OH:45])[O:43][CH:35]2[OH:34])=[O:50])[CH:17]=[CH:18][CH:19]=1 |f:1.2|. Reported procedure: 254 mg (0.5 mmol) of 4-nitrophenyl [3-(6,8-dichloro-2-methyl-1,2,3,4-tetrahydroisoquinolin-4-yl)phenyl]carbamate hydrochloride (intermediate 1, Example 6) were initially charged in 7 ml of abs. DMF and admixed at 0° C. with a suspension of 119 mg (0.55 mol) of D-glucosamine hydrochloride in 5 ml of abs. DMF. A similar procedure to the method described in Example 6 afforded, after chromatography on silica gel, 87 mg of the title compound.